Dataset: the Open Reaction Database (ORD), a public repository of structured organic reaction records. Task: describe an organic reaction: reactants, conditions, products, and yield Yields the product CS(=O)(=O)[O-].[NH4+] (ammonium methanesulfonate), S(=O)(=O)([O-])[O-].[NH4+].[NH4+] (ammonium sulfate). RXN SMILES: [S:1]([O-:4])([O-:3])=[O:2].[NH4+:5].[NH4+].S([O-])(O)=O.[NH4+].[S:12]([O:17]C)([O:15][CH3:16])(=[O:14])=[O:13]>>[CH3:16][S:1]([O-:4])(=[O:3])=[O:2].[NH4+:5].[S:12]([O-:17])([O-:15])(=[O:14])=[O:13].[NH4+:5].[NH4+:5] |f:0.1.2,3.4,6.7,8.9.10|. Reported procedure: WO 00/31027 discloses a process for oxidizing dimethyl disulfide with nitric acid to MSA, the oxides of nitrogen which are formed being reacted with O2 to give nitric acid again and this being recycled to the process. CN1 810 780 A discloses a process in which ammonium sulfite and/or ammonium hydrogen sulfite is reacted with dimethyl sulfate to give ammonium methanesulfonate and ammonium sulfate. The ammonium sulfate can be precipitated with Ca2+ as CaSO4. MSA can be liberated from the remaining... Starting materials: S(=O)([O-])[O-].[NH4+].[NH4+] (ammonium sulfite), S(=O)(O)[O-].[NH4+] (ammonium hydrogen sulfite), S(=O)(=O)(OC)OC (dimethyl sulfate). Reactants: FC(C1=CC=C(C=C1)C1=CC(=NC=N1)OC1=CC=CC2=C1N=C(S2)N)(F)F (4-[6-(4-trifluoromethyl-phenyl)-pyrimidin-4-yloxy]-benzothiazol-2-ylamine), ClC(=O)OC (methyl chloroformate). The solvent is CCOC(=O)C (EtOAc), N1=CC=CC=C1 (pyridine). Run at time 2 hour. The product is COC(NC=1SC2=C(N1)C(=CC=C2)OC2=NC=NC(=C2)C2=CC=C(C=C2)C(F)(F)F)=O ({4-[6-(4-Trifluoromethyl-phenyl)-pyrimidin-4-yloxy]-benzothiazol-2-yl}-carbamic acid methyl ester). As a reaction SMILES: [F:1][C:2]([F:27])([F:26])[C:3]1[CH:8]=[CH:7][C:6]([C:9]2[N:14]=[CH:13][N:12]=[C:11]([O:15][C:16]3[C:21]4[N:22]=[C:23]([NH2:25])[S:24][C:20]=4[CH:19]=[CH:18][CH:17]=3)[CH:10]=2)=[CH:5][CH:4]=1.Cl[C:29]([O:31][CH3:32])=[O:30]>N1C=CC=CC=1.CCOC(C)=O>[CH3:32][O:31][C:29](=[O:30])[NH:25][C:23]1[S:24][C:20]2[CH:19]=[CH:18][CH:17]=[C:16]([O:15][C:11]3[CH:10]=[C:9]([C:6]4[CH:7]=[CH:8][C:3]([C:2]([F:26])([F:1])[F:27])=[CH:4][CH:5]=4)[N:14]=[CH:13][N:12]=3)[C:21]=2[N:22]=1. Reported procedure: To a solution of 4-[6-(4-trifluoromethyl-phenyl)-pyrimidin-4-yloxy]-benzothiazol-2-ylamine, (Example 65) (100 mg, 0.26 mmol) in pyridine (2 mL) was added methyl chloroformate (28 mg, 0.29 mmol, Aldrich) at 0° C. The reaction mixture was stirred at room temperature for 2 h, diluted with EtOAc and washed with 1 N NaOH and water. The EtOAc layer was separated, dried over Na2SO4, filtered and evaporated in vacuum. Purification of the residue by silica gel chromatography with gradient: 40 to 80% EtOA... The reactants are ClC=1C=C(C=CC1)NC1=NN(C(=N1)C1=CC(=NC=C1)Cl)CC(CC)O (1-[3-(3-chloro-phenylamino)-5-(2-chloro-pyridin-4-yl)-[1,2,4]triazol-1-yl]-butan-2-ol), C(C)N (ethylamine). The solvent is CO (CH3OH). Conditions: temperature 160 celsius, time 16 hour. Product: ClC=1C=C(C=CC1)NC1=NN(C(=N1)C1=CC(=NC=C1)NCC)C[C@H](CC)O ((S)-1-[3-(3-Chloro-phenylamino)-5-(2-ethylamino-pyridin-4-yl)-[1,2,4]triazol-1-yl]-butan-2-ol). As a reaction SMILES: [Cl:1][C:2]1[CH:3]=[C:4]([NH:8][C:9]2[N:13]=[C:12]([C:14]3[CH:19]=[CH:18][N:17]=[C:16](Cl)[CH:15]=3)[N:11]([CH2:21][CH:22]([OH:25])[CH2:23][CH3:24])[N:10]=2)[CH:5]=[CH:6][CH:7]=1.[CH2:26]([NH2:28])[CH3:27]>CO>[Cl:1][C:2]1[CH:3]=[C:4]([NH:8][C:9]2[N:13]=[C:12]([C:14]3[CH:19]=[CH:18][N:17]=[C:16]([NH:28][CH2:26][CH3:27])[CH:15]=3)[N:11]([CH2:21][C@@H:22]([OH:25])[CH2:23][CH3:24])[N:10]=2)[CH:5]=[CH:6][CH:7]=1. Procedure details: Intermediate 1-[3-(3-chloro-phenylamino)-5-(2-chloro-pyridin-4-yl)-[1,2,4]triazol-1-yl]-butan-2-ol (prepared according to description 4) (1.15 g; 3.04 mmol) was dissolved in CH3OH (20 ml) and then ethylamine (3 g) was added. The reaction mixture was stirred for 16 hours at 160° C. under pressure (until the reaction had proceeded to completion). The solvent was then evaporated in vacuo. The residue was purified by reversed-phase high-performance liquid chromatography (Shandon Hyperprep® C18 BDS (...